This data is from the Open Reaction Database (ORD), a public repository of structured organic reaction records. The task is: describe an organic reaction: reactants, conditions, products, and yield Starting materials: O=C([O-])O, Cl, Nc1nc(SCCC2OCCO2)nc2c1nc(O)n2Cc1ccccc1, [Na+], C1CCOC1. Product: Nc1nc(SCCC=O)nc2c1nc(O)n2Cc1ccccc1. As a reaction SMILES: [C:27](=[O:28])([O-:29])[OH:30].[ClH:32].[NH2:1][c:2]1[c:3]2[n:4][c:5]([OH:26])[n:6]([CH2:19][c:20]3[cH:21][cH:22][cH:23][cH:24][cH:25]3)[c:7]2[n:8][c:9]([S:11][CH2:12][CH2:13][CH:14]2[O:15][CH2:18][CH2:17][O:16]2)[n:10]1.[Na+:31].[O:33]1[CH2:34][CH2:35][CH2:36][CH2:37]1>>[NH2:1][c:2]1[c:3]2[n:4][c:5]([OH:26])[n:6]([CH2:19][c:20]3[cH:21][cH:22][cH:23][cH:24][cH:25]3)[c:7]2[n:8][c:9]([S:11][CH2:12][CH2:13][CH:14]=[O:15])[n:10]1. Reactants: ClCCCOC1=C(C=C(C=C1)F)Cl (2-(3-chloropropoxy)-5-fluorochlorobenzene), N1CCC(CC1)N1C(NC2=C1C=CC=C2)=O (1-(4-piperidinyl)-2-oxobenzimidazoline), C([O-])([O-])=O.[Na+].[Na+] (sodium carbonate), CN(C=O)C (dimethylformamide). Run in O (water). Yields the product ClC1=C(OCCCN2CCC(CC2)N2C(NC3=C2C=CC=C3)=O)C=CC(=C1)F (1-{3-(2-chloro-4-fluorophenoxy)propyl}-4-(2-oxo-1-benzimidazolinyl)piperidine). RXN SMILES: Cl[CH2:2][CH2:3][CH2:4][O:5][C:6]1[CH:11]=[CH:10][C:9]([F:12])=[CH:8][C:7]=1[Cl:13].[NH:14]1[CH2:19][CH2:18][CH:17]([N:20]2[C:24]3[CH:25]=[CH:26][CH:27]=[CH:28][C:23]=3[NH:22][C:21]2=[O:29])[CH2:16][CH2:15]1.C(=O)([O-])[O-].[Na+].[Na+].CN(C)C=O>O>[Cl:13][C:7]1[CH:8]=[C:9]([F:12])[CH:10]=[CH:11][C:6]=1[O:5][CH2:4][CH2:3][CH2:2][N:14]1[CH2:15][CH2:16][CH:17]([N:20]2[C:24]3[CH:25]=[CH:26][CH:27]=[CH:28][C:23]=3[NH:22][C:21]2=[O:29])[CH2:18][CH2:19]1 |f:2.3.4|. Procedure details: A mixture of 3.3 g of 2-(3-chloropropoxy)-5-fluorochlorobenzene, 3.3 g of 1-(4-piperidinyl)-2-oxobenzimidazoline, 0.9 g of sodium carbonate and 80 ml of dimethylformamide was heated at 80° - 90° C for 15 hours. After cooling, the reaction mixture was poured into water and extracted with benzene. The extract was washed with water, dried over anhydrous sodium sulfate and evaporated under reduced pressure. The residue was triturated with ether, cooled and filtered to give 1-{3-(2-chloro-4-fluorophe... Reactants: C(#N)CP(OCC)(OCC)=O (diethyl cyanomethylphosphonate), [H-].[Na+] (sodium hydride), ice, resultant suspension, C1C2=C(OC1)C=CC=1C3=CC=CC=C3C(C12)=O (2,10-dihydro-1H-fluoreno[2,1-b]furan-10-one), CCOCC (Et2O). Solvent: C1CCOC1 (THF), C1CCOC1 (THF), [Cl-].[Na+].O (brine). Conditions: time 12 hour. Yields the product C1C2=C(OC1)C=CC=1C3=CC=CC=C3C(C12)=CC#N ((2,10-Dihydro-1H-fluoreno[2,1-b]furan-10-ylidene)acetonitrile). RXN SMILES: [C:1]([CH2:3]P(=O)(OCC)OCC)#[N:2].[H-].[Na+].[CH2:14]1[CH2:18][O:17][C:16]2[CH:19]=[CH:20][C:21]3[C:22]4[C:27]([C:28](=O)[C:29]=3[C:15]1=2)=[CH:26][CH:25]=[CH:24][CH:23]=4.CCOCC>C1COCC1.[Cl-].[Na+].O>[CH2:14]1[CH2:18][O:17][C:16]2[CH:19]=[CH:20][C:21]3[C:22]4[C:27]([C:28](=[CH:3][C:1]#[N:2])[C:29]=3[C:15]1=2)=[CH:26][CH:25]=[CH:24][CH:23]=4 |f:1.2,6.7.8|. Reported procedure: A magnetically stirred solution of diethyl cyanomethylphosphonate (0.502 g, 2.83 mmol) in anhydrous THF (150 mL) was treated with sodium hydride (60% in mineral oil, 0.113 g, 2.82 mmol) in portions. The resultant suspension was treated dropwise with 2,10-dihydro-1H-fluoreno[2,1-b]furan-10-one (0.525 g, 2.36 mmol) in THF (100 mL), stirred 12 h, poured over ice (100 g), and treated with brine (100 mL), and Et2O (150 mL). The layers were separated and the aqueous layer further extracted with fresh ... Yields the product NC1=CC=C(C=C1)CCN1C(N(C(C=2NC(=NC12)CC=1C=NC=CC1)=O)CCC)=O (3-[2-(4-aminophenyl)ethyl]-1-propyl-8-[(3-pyridyl)methyl]xanthine). The reactants are [N+](=O)([O-])C1=CC=C(C=C1)CCN1C(N(C(C=2NC(=NC12)CC=1C=NC=CC1)=O)CCC)=O (3-[2-(4-nitrophenyl)ethyl]-1-propyl-8-[(3-pyridyl)methyl]xanthine), O.NN (hydrazine hydrate), [H][H] (hydrogen). Procedure: By the method of Example 2, 3-pyridylacetic acid is reacted with 5,6-diamino-1-[2-(4-nitrophenyl)ethyl]-3-propyluracil (6) to yield 3-[2-(4-nitrophenyl)ethyl]-1-propyl-8-[(3-pyridyl)methyl]xanthine. By methods well known in the art, 3-[2-(4-nitrophenyl)ethyl]-1-propyl-8-[(3-pyridyl)methyl]xanthine is reduced with hydrazine hydrate or hydrogen gas in the presence of a palladium catalyst to yield 3-[2-(4-aminophenyl)ethyl]-1-propyl-8-[(3-pyridyl)methyl]xanthine. The reagents and catalysts are [Pd] (palladium). Reaction SMILES: [N+:1]([C:4]1[CH:9]=[CH:8][C:7]([CH2:10][CH2:11][N:12]2[C:20]3[N:19]=[C:18]([CH2:21][C:22]4[CH:23]=[N:24][CH:25]=[CH:26][CH:27]=4)[NH:17][C:16]=3[C:15](=[O:28])[N:14]([CH2:29][CH2:30][CH3:31])[C:13]2=[O:32])=[CH:6][CH:5]=1)([O-])=O.O.NN.[H][H]>[Pd]>[NH2:1][C:4]1[CH:5]=[CH:6][C:7]([CH2:10][CH2:11][N:12]2[C:20]3[N:19]=[C:18]([CH2:21][C:22]4[CH:23]=[N:24][CH:25]=[CH:26][CH:27]=4)[NH:17][C:16]=3[C:15](=[O:28])[N:14]([CH2:29][CH2:30][CH3:31])[C:13]2=[O:32])=[CH:8][CH:9]=1 |f:1.2|. Reactants: ClC=1C=C(C=CC1)CC(=O)N[C@@H](C)C(=O)O (N-(3-chlorophenylacetyl)alanine), CC1C(CCC1)O (2-methylcyclopentanol). Product: CC1C(CCC1)OC([C@@H](NC(CC1=CC(=CC=C1)Cl)=O)C)=O (N-[(3-chlorophenyl)acetyl]aianine 2-methylcyclopentyl Ester). RXN SMILES: [Cl:1][C:2]1[CH:3]=[C:4]([CH2:8][C:9]([NH:11][C@H:12]([C:14]([OH:16])=[O:15])[CH3:13])=[O:10])[CH:5]=[CH:6][CH:7]=1.[CH3:17][CH:18]1[CH2:22][CH2:21][CH2:20][CH:19]1O>>[CH3:17][CH:18]1[CH2:22][CH2:21][CH2:20][CH:19]1[O:15][C:14](=[O:16])[C@H:12]([CH3:13])[NH:11][C:9](=[O:10])[CH2:8][C:4]1[CH:5]=[CH:6][CH:7]=[C:2]([Cl:1])[CH:3]=1. Reported procedure: Following General Procedure C above, and using N-(3-chlorophenylacetyl alanine (from Example D above) and 2-methylcyclopentanol (Aldrich) the title compound can be prepared. The reaction was monitored by tlc on silica gel and purification was by liquid chromatography using 3:7 EtOAc:hexane as the eluant.